Dataset: the Open Reaction Database (ORD), a public repository of structured organic reaction records. Task: describe an organic reaction: reactants, conditions, products, and yield The reactants are FC1=C(C=CC=C1CO)O (2-fluoro-hydroxymethylphenol), [C-]#N.[Na+] (sodium cyanide), CN(C=O)C (N,N-dimethylformamide). Solvent: O (water). Yields the product FC=1C(=C(C=CC1)CC#N)O ((3-Fluoro-2-hydroxyphenyl)acetonitrile), SiO2. RXN SMILES: [F:1][C:2]1[C:7](CO)=[CH:6][CH:5]=[CH:4][C:3]=1[OH:10].[C-:11]#N.[Na+].C[N:15]([CH3:18])C=O>O>[F:1][C:2]1[C:3]([OH:10])=[C:4]([CH2:11][C:18]#[N:15])[CH:5]=[CH:6][CH:7]=1 |f:1.2|. Procedure: A solution of 4.89 g of 2-fluoro-hydroxymethylphenol and 2.08 g of sodium cyanide in 120 ml of N,N-dimethylformamide is stirred at 120° C. over 24 hours. The reaction mixture is cooled, diluted with water and concentrated by evaporation. The residue is diluted with water and neutralized with conc. acetic acid (cautionl hydrocyanic acid). The mixture is extracted with dichloromethane (3×). The combined organic phases are washed with water and brine, dried over sodium sulphate and concentrated by ... The reactants are NC=1N(C(C(=C(N1)C)C(=O)OCC)C1=CC(=CC=C1)[N+](=O)[O-])C(=O)OCC (2-Amino-4-methyl-6-(3-nitrophenyl)-1,5(6H)-pyrimidinedicarboxylic acid, diethyl ester), C(C)(=O)OC(C)=O (acetic anhydride). Solvent: C(C)(=O)OCC (ethyl acetate), ClCCl (dichloromethane), N1=CC=CC=C1 (pyridine). Reaction conditions: time 1 hour. The product is C(C)(=O)NC1N(C(C(=C(N1)C)C(=O)OCC)C1=CC(=CC=C1)[N+](=O)[O-])C(=O)OCC (2-(Acetylamino)-3,6-dihydro-4-methyl-6-(3-nitrophenyl)-1,5(2H)-pyrimidinedicarboxylic acid, diethyl ester). RXN SMILES: [NH2:1][C:2]1[N:3]([C:23]([O:25][CH2:26][CH3:27])=[O:24])[CH:4]([C:14]2[CH:19]=[CH:18][CH:17]=[C:16]([N+:20]([O-:22])=[O:21])[CH:15]=2)[C:5]([C:9]([O:11][CH2:12][CH3:13])=[O:10])=[C:6]([CH3:8])[N:7]=1.[C:28](OC(=O)C)(=[O:30])[CH3:29]>ClCCl.N1C=CC=CC=1.C(OCC)(=O)C>[C:28]([NH:1][CH:2]1[NH:7][C:6]([CH3:8])=[C:5]([C:9]([O:11][CH2:12][CH3:13])=[O:10])[CH:4]([C:14]2[CH:19]=[CH:18][CH:17]=[C:16]([N+:20]([O-:22])=[O:21])[CH:15]=2)[N:3]1[C:23]([O:25][CH2:26][CH3:27])=[O:24])(=[O:30])[CH3:29]. Procedure details: A suspension of 2-amino-4-methyl-6-(3-nitrophenyl)-1,5(6H)-pyrimidinedicarboxylic acid, diethyl ester (550 mg, 1.46 mmoles, see Example 2) in dichloromethane (5.0 ml) and pyridine (0.5 ml) was treated with acetic anhydride (0.3 ml) and the reaction was allowed to stir at room temperature for 1 hour. The colorless reaction mixture was diluted with ethyl acetate and was washed with 5% citric acid, sodium bicarbonate solution and brine. It was dried over anhydrous magnesium sulfate and evaporated t...